From a dataset of the Open Reaction Database (ORD), a public repository of structured organic reaction records. describe an organic reaction: reactants, conditions, products, and yield The reactants are S (H2S), hydrated sodium sulfide, Cl (HCl), C1(=CC=CC=C1)C (toluene), ClC1=CC=C(C=C1)C(C(C)(N1CCOCC1)C)=O (1-(4-chlorophenyl)-2-methyl-2-morpholinopropan-1-one). Solvent: O (water), CN1C(CCC1)=O (N-methyl-2-pyrrolidone). The product is SC1=CC=C(C=C1)C(C(C)(N1CCOCC1)C)=O (1-(4-Mercaptophenyl)-2-methyl-2-morpholinopropan-1-one). RXN SMILES: C1(C)C=CC=CC=1.Cl[C:9]1[CH:14]=[CH:13][C:12]([C:15](=[O:25])[C:16]([CH3:24])([N:18]2[CH2:23][CH2:22][O:21][CH2:20][CH2:19]2)[CH3:17])=[CH:11][CH:10]=1.Cl.[SH2:27]>CN1CCCC1=O.O>[SH:27][C:9]1[CH:14]=[CH:13][C:12]([C:15](=[O:25])[C:16]([CH3:24])([N:18]2[CH2:23][CH2:22][O:21][CH2:20][CH2:19]2)[CH3:17])=[CH:11][CH:10]=1. Reported procedure: 451 g of hydrated sodium sulfide (Na2S content 32-38%≈2 mols) are suspended in 800 ml of N-methyl-2-pyrrolidone and 400 ml of toluene and the mixture is warmed to 130°. Approx. 290 ml of water are removed in a water separator, and the toluene is then removed by distillation. 100 g (0.37 mol) of 1-(4-chlorophenyl)-2-methyl-2-morpholinopropan-1-one are introduced into the warm solution in portions, and the suspension is heated at 140° for 12 hours. After cooling, the pH of the reaction mixture is ... Reactants: C(=O)([O-])[O-].[K+].[K+] (K2CO3), C(C1=CC=CC=C1)Br (benzyl bromide), OC=1C(=NC(=CC1)CO)CO (3-hydroxy-2,6-bis(hydroxymethyl)pyridine). Solvent: C(C)#N (acetonitrile). Yields the product C(C1=CC=CC=C1)OC=1C(=NC(=CC1)CO)CO (3-Benzyloxy-2,6-bis(hydroxymethyl)pyridine). As a reaction SMILES: [OH:1][C:2]1[C:3]([CH2:10][OH:11])=[N:4][C:5]([CH2:8][OH:9])=[CH:6][CH:7]=1.C([O-])([O-])=O.[K+].[K+].[CH2:18](Br)[C:19]1[CH:24]=[CH:23][CH:22]=[CH:21][CH:20]=1>C(#N)C>[CH2:18]([O:1][C:2]1[C:3]([CH2:10][OH:11])=[N:4][C:5]([CH2:8][OH:9])=[CH:6][CH:7]=1)[C:19]1[CH:24]=[CH:23][CH:22]=[CH:21][CH:20]=1 |f:1.2.3|. Procedure details: 47 g (0.3 mol) of 3-hydroxy-2,6-bis(hydroxymethyl)pyridine are dissolved in 800 ml of acetonitrile. 104 g of K2CO3 (0.753 mol) and 55 ml of benzyl bromide (0.45 mol) are added. The combined mixture is brought to reflux for 12 h. After having filtered off the insoluble material, the solution is concentrated and the residue is hardened in isopropyl ether. w=39 g. The reactants are Cc1ccccc1, COc1cc(C2(O)CCN(C)CC2)ccc1-c1nc2c(C)nn(C3CCCCC3)c2c(=O)[nH]1, O, Cc1ccc(S(=O)(=O)O)cc1. Yields the product COc1cc(C2=CCN(C)CC2)ccc1-c1nc2c(C)nn(C3CCCCC3)c2c(=O)[nH]1. As a reaction SMILES: [CH3:46][c:47]1[cH:48][cH:49][cH:50][cH:51][cH:52]1.[CH:1]1([n:7]2[n:8][c:9]([CH3:33])[c:10]3[n:11][c:12](-[c:17]4[c:18]([O:31][CH3:32])[cH:19][c:20]([C:23]5([OH:30])[CH2:24][CH2:25][N:26]([CH3:29])[CH2:27][CH2:28]5)[cH:21][cH:22]4)[nH:13][c:14](=[O:16])[c:15]23)[CH2:2][CH2:3][CH2:4][CH2:5][CH2:6]1.[OH2:34].[c:35]1([CH3:36])[cH:37][cH:38][c:39]([S:40]([OH:41])(=[O:42])=[O:43])[cH:44][cH:45]1>>[CH:1]1([n:7]2[n:8][c:9]([CH3:33])[c:10]3[n:11][c:12](-[c:17]4[c:18]([O:31][CH3:32])[cH:19][c:20]([C:23]5=[CH:24][CH2:25][N:26]([CH3:29])[CH2:27][CH2:28]5)[cH:21][cH:22]4)[nH:13][c:14](=[O:16])[c:15]23)[CH2:2][CH2:3][CH2:4][CH2:5][CH2:6]1.